The task is: describe an organic reaction: reactants, conditions, products, and yield. This data is from the Open Reaction Database (ORD), a public repository of structured organic reaction records. Reactants: FC1=CC=C(CNC=2C=CC(=NC2)C(=O)O)C=C1 (5-(p-fluorobenzylamino)-pyridine-2-carboxylic acid), Cl (hydrogen chloride), CO (methanol). Yields the product COC(=O)C1=NC=C(C=C1)NCC1=CC=C(C=C1)F (5-(p-fluorobenzylamino)-pyridine-2-carboxylic acid methyl ester). RXN SMILES: [F:1][C:2]1[CH:18]=[CH:17][C:5]([CH2:6][NH:7][C:8]2[CH:9]=[CH:10][C:11]([C:14]([OH:16])=[O:15])=[N:12][CH:13]=2)=[CH:4][CH:3]=1.Cl.[CH3:20]O>>[CH3:20][O:15][C:14]([C:11]1[CH:10]=[CH:9][C:8]([NH:7][CH2:6][C:5]2[CH:17]=[CH:18][C:2]([F:1])=[CH:3][CH:4]=2)=[CH:13][N:12]=1)=[O:16]. Procedure: 50 g of 5-(p-fluorobenzylamino)-pyridine-2-carboxylic acid are suspended in 700 ml of methanol and the solution saturated with gaseous hydrogen chloride. The saturated solution is refluxed for 31/2 hours and most of the methanol is removed under reduced pressure. The concentrate is poured into ice water and the mixture neutralized with sodium bicarbonate. It is extracted with ethyl acetate-diethyl ether (1:1), the organic phase washed with water, dried and evaporated. The residue is crystallized... Starting materials: [Cl-].[NH4+] (ammonium chloride), C[Mg]I (Methyl magnesium iodide), FC(OC1=CC=C(C=O)C=C1)(F)F (4-trifluoromethoxybenzaldehyde). Run in O (water), C(C)OCC (diethyl ether), C(C)OCC (diethyl ether). The product is FC(OC1=CC=C(C=C1)C(C)O)(F)F ((+)-1-(4-Trifluoromethoxyphenyl)ethanol). Yield: 467.7%. As a reaction SMILES: [CH3:1][Mg]I.[F:4][C:5]([F:16])([F:15])[O:6][C:7]1[CH:14]=[CH:13][C:10]([CH:11]=[O:12])=[CH:9][CH:8]=1.[Cl-].[NH4+]>C(OCC)C.O>[F:4][C:5]([F:15])([F:16])[O:6][C:7]1[CH:14]=[CH:13][C:10]([CH:11]([OH:12])[CH3:1])=[CH:9][CH:8]=1 |f:2.3|. Reported procedure: Methyl magnesium iodide [prepared from magnesium (3.5 g) and methyl iodide (20.5 g)] in diethyl ether (50 ml) was treated with a solution of 4-trifluoromethoxybenzaldehyde [20 g, described by Yagupolskii and Troitskaya, Zhur. Obschii Khim., 30, 3129 (1960)] in diethyl ether (25 ml) at reflux with stirring. After the addition the mixture was heated at reflux for 6 hours. The cooled solution was treated with a solution of ammonium chloride (35 g) in water (100 ml) at 0°-5° C. The organic layer was... Procedure: To a solution of 5-[(2,5-difluorophenyl)[(4-fluorophenyl)sulfonyl]methyl]-N-(2-hydroxyethyl)-4-methylpyridine-2-carboxamide (120 mg, 0.258 mmol) obtained in Example 17 in methylene chloride (5 ml), thionyl chloride (100 μl) was added, and the mixture was stirred for 4 hours at room temperature. Thionyl chloride (100 μl) was added to the reaction solution, and the mixture was stirred for 1.5 hours at room temperature. The reaction solution was concentrated under reduced pressure, subsequently sat... Isolated yield 82.0%. The product is ClCCNC(=O)C1=NC=C(C(=C1)C)C(S(=O)(=O)C1=CC=C(C=C1)F)C1=C(C=CC(=C1)F)F (N-(2-chloroethyl)-5-[(2,5-difluorophenyl)[(4-fluorophenyl)sulfonyl]methyl]-4-methylpyridine-2-carboxamide). The reactants are FC1=C(C=C(C=C1)F)C(C=1C(=CC(=NC1)C(=O)NCCO)C)S(=O)(=O)C1=CC=C(C=C1)F (5-[(2,5-Difluorophenyl)[(4-fluorophenyl)sulfonyl]methyl]-N-(2-hydroxyethyl)-4-methylpyridine-2-carboxamide), C(Cl)Cl (methylene chloride). Run at time 4 hour. Run in S(=O)(Cl)Cl (thionyl chloride), S(=O)(Cl)Cl (Thionyl chloride). RXN SMILES: [F:1][C:2]1[CH:7]=[CH:6][C:5]([F:8])=[CH:4][C:3]=1[CH:9]([S:23]([C:26]1[CH:31]=[CH:30][C:29]([F:32])=[CH:28][CH:27]=1)(=[O:25])=[O:24])[C:10]1[C:11]([CH3:22])=[CH:12][C:13]([C:16]([NH:18][CH2:19][CH2:20]O)=[O:17])=[N:14][CH:15]=1.C(Cl)[Cl:34]>S(Cl)(Cl)=O>[Cl:34][CH2:20][CH2:19][NH:18][C:16]([C:13]1[CH:12]=[C:11]([CH3:22])[C:10]([CH:9]([C:3]2[CH:4]=[C:5]([F:8])[CH:6]=[CH:7][C:2]=2[F:1])[S:23]([C:26]2[CH:31]=[CH:30][C:29]([F:32])=[CH:28][CH:27]=2)(=[O:25])=[O:24])=[CH:15][N:14]=1)=[O:17]. The reactants are CO, CCCc1ccc(COc2ccc3c(c2)CCC(CN2CC(C(=O)OCC)C2)=C3C)c(OC)c1, Cl, [Na+], [OH-], O. Yields the product CCCc1ccc(COc2ccc3c(c2)CCC(CN2CC(C(=O)O)C2)=C3C)c(OC)c1. Reaction SMILES: [CH3:3][OH:4].[CH3:5][O:6][c:7]1[c:8]([CH2:9][O:10][c:11]2[cH:12][c:13]3[c:18]([cH:19][cH:20]2)[C:17]([CH3:21])=[C:16]([CH2:22][N:23]2[CH2:24][CH:25]([C:27](=[O:28])[O:29][CH2:30][CH3:31])[CH2:26]2)[CH2:15][CH2:14]3)[cH:32][cH:33][c:34]([CH2:36][CH2:37][CH3:38])[cH:35]1.[ClH:39].[Na+:2].[OH-:1].[OH2:40]>>[CH3:5][O:6][c:7]1[c:8]([CH2:9][O:10][c:11]2[cH:12][c:13]3[c:18]([cH:19][cH:20]2)[C:17]([CH3:21])=[C:16]([CH2:22][N:23]2[CH2:24][CH:25]([C:27](=[O:28])[OH:29])[CH2:26]2)[CH2:15][CH2:14]3)[cH:32][cH:33][c:34]([CH2:36][CH2:37][CH3:38])[cH:35]1. The reactants are ClC=1C=C(C=C(C1C)Cl)C(C=CC(=O)O)=O (4-(3,5-dichloro-4-methylphenyl)-4-oxo-2-butenoic acid), Cl (hydrogen chloride). Run in O (water), C(C(C)C)C(=O)C (methyl isobutyl ketone). Yields the product ClC(C(=O)O)CC(=O)C1=CC(=C(C(=C1)Cl)C)Cl (2-chloro-4-(3,5-dichloro-4-methylphenyl)-4-oxobutyric acid). Isolated yield 100.0%. As a reaction SMILES: [Cl:1][C:2]1[CH:3]=[C:4]([C:10](=[O:16])[CH:11]=[CH:12][C:13]([OH:15])=[O:14])[CH:5]=[C:6]([Cl:9])[C:7]=1[CH3:8].[ClH:17]>C(C(C)=O)C(C)C.O>[Cl:17][CH:12]([CH2:11][C:10]([C:4]1[CH:3]=[C:2]([Cl:1])[C:7]([CH3:8])=[C:6]([Cl:9])[CH:5]=1)=[O:16])[C:13]([OH:15])=[O:14]. Procedure: A suspension of 5.18 g (0.02 mole) of 4-(3,5-dichloro-4-methylphenyl)-4-oxo-2-butenoic acid, prepared as described in Example 1(b), in 50 ml of methyl isobutyl ketone was saturated with dry hydrogen chloride gas, by blowing the gas through the suspension whilst ice-cooling and stirring it. The mixture was then stirred at room temperature for a further 1 hour, after which it was diluted with 30 ml of cold water and extracted with ethyl acetate. The extract was washed with water and then dried ove... Starting materials: O1CC1CC (epoxybutane), NCCCP(O)O (3-aminopropylphosphonous acid), C[Si](N[Si](C)(C)C)(C)C (hexamethyldisilazane), (S)-(+)-1,2-exoxy-3-methyl-butane. Reagents/catalysts: [I-].[Zn+2].[I-] (zinc iodide). The solvent is Cl (hydrochloric acid), ClCCl (dichloromethane), CCOCC (ether). Reaction conditions: time 6 hour. The product is NCCCP(O)(=O)C[C@H](C(C)C)O (3-aminopropyl[2-(S)-hydroxy-3-methyl-butyl]phosphinic acid). As a reaction SMILES: [NH2:1][CH2:2][CH2:3][CH2:4][P:5]([OH:7])[OH:6].[O:8]1[CH:10]([CH2:11][CH3:12])[CH2:9]1.[CH3:13][Si](C)(C)N[Si](C)(C)C>Cl.ClCCl.CCOCC.[I-].[Zn+2].[I-]>[NH2:1][CH2:2][CH2:3][CH2:4][P:5]([CH2:9][C@@H:10]([OH:8])[CH:11]([CH3:12])[CH3:13])(=[O:7])[OH:6] |f:6.7.8|. Procedure details: A suspension of 2.46 g of 3-aminopropylphosphonous acid in 20 ml of hexamethyldisilazane is heated to reflux under an inert gas for 24 hours after which a clear solution results. The excess hexamethyldisilazane is removed by distillation at atmospheric pressure under a slight positive pressure of inert gas to afford a colourless oil. The oil is cooled to circa 40° and treated with 0.64 g of anhydrous zinc iodide and 25 ml of (S)-(+)-1,2-exoxy-3-methyl-butane. An exothermic reaction occurs andthe...